From a dataset of the Open Reaction Database (ORD), a public repository of structured organic reaction records. describe an organic reaction: reactants, conditions, products, and yield The reactants are Cl.ClC1=CC=C(C(=O)N(C)[C@H]2[C@@H](CN(CC2)C(=O)C2CNCCC2)C2=CC(=C(C=C2)Cl)Cl)C=C1 (4-chloro-N-[(3R,4R)-3-(3,4-dichlorophenyl)-1-(piperidin-3-ylcarbonyl)piperidin-4-yl]-N-methylbenzamide monohydrochloride), C(C1=CC=CC=C1)(=O)Cl (benzoyl chloride). The product is ClC1=CC=C(C(=O)N(C)[C@H]2[C@@H](CN(CC2)C(=O)C2CN(CCC2)C(=O)C2=CC=CC=C2)C2=CC(=C(C=C2)Cl)Cl)C=C1 (4-chloro-N-[(3R,4R)-3-(3,4-dichlorophenyl)-1-{[1-(phenylcarbonyl)piperidin-3-yl]carbonyl}piperidin-4-yl]-N-methylbenzamide). As a reaction SMILES: Cl.[Cl:2][C:3]1[CH:34]=[CH:33][C:6]([C:7]([N:9]([C@@H:11]2[CH2:16][CH2:15][N:14]([C:17]([CH:19]3[CH2:24][CH2:23][CH2:22][NH:21][CH2:20]3)=[O:18])[CH2:13][C@H:12]2[C:25]2[CH:30]=[CH:29][C:28]([Cl:31])=[C:27]([Cl:32])[CH:26]=2)[CH3:10])=[O:8])=[CH:5][CH:4]=1.[C:35](Cl)(=[O:42])[C:36]1[CH:41]=[CH:40][CH:39]=[CH:38][CH:37]=1>>[Cl:2][C:3]1[CH:4]=[CH:5][C:6]([C:7]([N:9]([C@@H:11]2[CH2:16][CH2:15][N:14]([C:17]([CH:19]3[CH2:24][CH2:23][CH2:22][N:21]([C:35]([C:36]4[CH:41]=[CH:40][CH:39]=[CH:38][CH:37]=4)=[O:42])[CH2:20]3)=[O:18])[CH2:13][C@H:12]2[C:25]2[CH:30]=[CH:29][C:28]([Cl:31])=[C:27]([Cl:32])[CH:26]=2)[CH3:10])=[O:8])=[CH:33][CH:34]=1 |f:0.1|. Procedure: Using the compound obtained in Example 542 and benzoyl chloride, and by the reaction and purification in the same manner as in Example 39, the title compound was obtained. Procedure: In a manner similar to that of Example 1(a), by reaction of 2.5 g (6.12 mmol) of ethyl 3-[3-(3-hydroxy-5,5,8,8-tetramethyl-5,6,7,8-tetrahydro-2-naphthyl)-4-methoxyphenyl]acrylate obtained in Example 13(f) with 1.26 g (6.73 mmol) of 3-methoxymethoxybenzyl chloride obtained above, 2.90 g (85%) of the expected compound were obtained in the form of a yellow oil. Product: COC1=C(C=C(C=C1)C=CC(=O)O)C1=CC=2C(CCC(C2C=C1OCC1=CC(=CC=C1)OCOC)(C)C)(C)C (3-{4-methoxy-3-[3-(3-methoxymethoxybenzyloxy)-5,5,8,8-tetramethyl-5,6,7,8-tetrahydro-2-naphthyl]phenyl}acrylic Acid). The reactants are OC=1C(=CC=2C(CCC(C2C1)(C)C)(C)C)C=1C=C(C=CC1OC)C=CC(=O)OCC (ethyl 3-[3-(3-hydroxy-5,5,8,8-tetramethyl-5,6,7,8-tetrahydro-2-naphthyl)-4-methoxyphenyl]acrylate), COCOC=1C=C(CCl)C=CC1 (3-methoxymethoxybenzyl chloride). As a reaction SMILES: [OH:1][C:2]1[C:3]([C:16]2[CH:17]=[C:18]([CH:24]=[CH:25][C:26]([O:28]CC)=[O:27])[CH:19]=[CH:20][C:21]=2[O:22][CH3:23])=[CH:4][C:5]2[C:6]([CH3:15])([CH3:14])[CH2:7][CH2:8][C:9]([CH3:13])([CH3:12])[C:10]=2[CH:11]=1.[CH3:31][O:32][CH2:33][O:34][C:35]1[CH:36]=[C:37]([CH:40]=[CH:41][CH:42]=1)[CH2:38]Cl>>[CH3:23][O:22][C:21]1[CH:20]=[CH:19][C:18]([CH:24]=[CH:25][C:26]([OH:28])=[O:27])=[CH:17][C:16]=1[C:3]1[C:2]([O:1][CH2:38][C:37]2[CH:40]=[CH:41][CH:42]=[C:35]([O:34][CH2:33][O:32][CH3:31])[CH:36]=2)=[CH:11][C:10]2[C:9]([CH3:13])([CH3:12])[CH2:8][CH2:7][C:6]([CH3:14])([CH3:15])[C:5]=2[CH:4]=1. The yield is 89.3%.